The task is: describe an organic reaction: reactants, conditions, products, and yield. This data is from the Open Reaction Database (ORD), a public repository of structured organic reaction records. The reactants are NC=1SC(=CC1C(=O)C1=CC=CC=C1)C1=CC=CC=C1 ((2-amino-5-phenyl-thiophen-3-yl)-phenyl-methanone), C1(CC1)C(CC(C)=O)=O (1-cyclopropyl-butane-1,3-dione). Reagents/catalysts: S(O)(O)(=O)=O (sulfuric acid). Run in C(C)(=O)O (acetic acid). Run at temperature 110 celsius, time 20 minute. The product is C1(CC1)C(=O)C=1C(=C2C(=NC1C)SC(=C2)C2=CC=CC=C2)C2=CC=CC=C2 (cyclopropyl-(6-methyl-2,4-diphenyl-thieno[2,3-b]pyridin-5-yl)-methanone). Isolated yield 16.9%. Reaction SMILES: [NH2:1][C:2]1[S:3][C:4]([C:15]2[CH:20]=[CH:19][CH:18]=[CH:17][CH:16]=2)=[CH:5][C:6]=1[C:7]([C:9]1[CH:14]=[CH:13][CH:12]=[CH:11][CH:10]=1)=O.[CH:21]1([C:24](=[O:29])[CH2:25][C:26](=O)[CH3:27])[CH2:23][CH2:22]1>C(O)(=O)C.S(=O)(=O)(O)O>[CH:21]1([C:24]([C:25]2[C:7]([C:9]3[CH:14]=[CH:13][CH:12]=[CH:11][CH:10]=3)=[C:6]3[CH:5]=[C:4]([C:15]4[CH:20]=[CH:19][CH:18]=[CH:17][CH:16]=4)[S:3][C:2]3=[N:1][C:26]=2[CH3:27])=[O:29])[CH2:23][CH2:22]1. Reported procedure: To a stirred solution of 0.130 g (0.465 mmol) (2-amino-5-phenyl-thiophen-3-yl)-phenyl-methanone in 7 ml acetic acid was added 62 mg (0.491 mmol) of 1-cyclopropyl-butane-1,3-dione and one drop of sulfuric acid. The mixture was then stirred at 110° C. for 20 minutes in a microwave and then concentrated in vacuo. Preparative HPLC (30% CH3CN/H20) afforded 29 mg (17%) cyclopropyl-(6-methyl-2,4-diphenyl-thieno[2,3-b]pyridin-5-yl)-methanone as a light yellow powder. ES-MS m/e (%): 370 (M+H+, 100). Reactants: C(C)(C)(C)OC(=O)N1CCN(CC1)C1=NC(=CN=C1)NC(C)=O (6′-acetylamino-2,3,5,6-tetrahydro-[1,2′]bipyrazinyl-4-carboxylic acid tert-butyl ester), BrCC1=CC(=CC=C1)Cl (1-bromomethyl-3-chloro-benzene), [H-].[Na+] (NaH), oil, O (H2O). Run in CN(C)C=O (DMF). Reaction conditions: time 4 hour. Yields the product C(C)(C)(C)OC(=O)N1CCN(CC1)C1=NC(=CN=C1)N(CC1=CC(=CC=C1)Cl)C(C)=O (6′-[Acetyl-(3-chloro-benzyl)-amino]-2,3,5,6-tetrahydro-[1,2′]bipyrazinyl-4-carboxylic acid tert-butyl ester). As a reaction SMILES: [C:1]([O:5][C:6]([N:8]1[CH2:13][CH2:12][N:11]([C:14]2[CH:19]=[N:18][CH:17]=[C:16]([NH:20][C:21](=[O:23])[CH3:22])[N:15]=2)[CH2:10][CH2:9]1)=[O:7])([CH3:4])([CH3:3])[CH3:2].Br[CH2:25][C:26]1[CH:31]=[CH:30][CH:29]=[C:28]([Cl:32])[CH:27]=1.[H-].[Na+].O>CN(C=O)C>[C:1]([O:5][C:6]([N:8]1[CH2:9][CH2:10][N:11]([C:14]2[CH:19]=[N:18][CH:17]=[C:16]([N:20]([C:21](=[O:23])[CH3:22])[CH2:25][C:26]3[CH:31]=[CH:30][CH:29]=[C:28]([Cl:32])[CH:27]=3)[N:15]=2)[CH2:12][CH2:13]1)=[O:7])([CH3:4])([CH3:2])[CH3:3] |f:2.3|. Procedure: To a solution of 6′-acetylamino-2,3,5,6-tetrahydro-[1,2′]bipyrazinyl-4-carboxylic acid tert-butyl ester I-5b (36.9 mg, 0.11 mmol) and 1-bromomethyl-3-chloro-benzene (15.8 μL, 0.12 mmol) in DMF (1.1 mL) at room temperature was added 60% NaH in mineral oil (5 mg, 0.13 mmol). After stirring at room temperature for 4 h, the reaction mixture was poured into H2O (10 mL) and extracted with ethyl acetate (50 mL). The organic layer was washed with H2O (3×10 mL), brine, dried (Na2SO4), filtered, and evapo... Starting materials: C(CCC)(=O)C=1C=NC2=C(C=CC=C2C1Cl)F (3-butyryl-4-chloro-8-fluoroquinoline), NC1=C(C=C(C=C1)O)C (4-amino-3-methylphenol). The solvent is O1CCOCC1 (1,4-dioxan). Yields the product C(CCC)(=O)C=1C=NC2=C(C=CC=C2C1NC1=C(C=C(C=C1)O)C)F (3-butyryl-4-(4-hydroxy-2-methylphenylamino)-8-fluoroquinoline). Yield: 50.7%. RXN SMILES: [C:1]([C:6]1[CH:7]=[N:8][C:9]2[C:14]([C:15]=1Cl)=[CH:13][CH:12]=[CH:11][C:10]=2[F:17])(=[O:5])[CH2:2][CH2:3][CH3:4].[NH2:18][C:19]1[CH:24]=[CH:23][C:22]([OH:25])=[CH:21][C:20]=1[CH3:26]>O1CCOCC1>[C:1]([C:6]1[CH:7]=[N:8][C:9]2[C:14]([C:15]=1[NH:18][C:19]1[CH:24]=[CH:23][C:22]([OH:25])=[CH:21][C:20]=1[CH3:26])=[CH:13][CH:12]=[CH:11][C:10]=2[F:17])(=[O:5])[CH2:2][CH2:3][CH3:4]. Reported procedure: 3-butyryl-4-chloro-8-fluoroquinoline (1.75 g, 7 mmol), 4-amino-3-methylphenol (1.3 g, 10 mmol) and 1,4-dioxan (50 ml) were heated at reflux for 6.5 hours, then the solvent evaporated and the product converted to free base. Recrystallisation from methanol gave 3-butyryl-4-(4-hydroxy-2-methylphenylamino)-8-fluoroquinoline (1.2 g), m.p. 205°-207°. Starting materials: ClC1=CC=C(S1)CN1C=C(C=2C1=NC=CC2)C2CCNCC2 (1-(5-chlorothiophen-2-ylmethyl)-3-piperidin-4-yl-1H-pyrrolo[2,3-b]pyridine), COC(C1=C(C(=CC=C1)OC)OCCCl)=O (2-(2-chloroethoxy)-3-methoxy-benzoic acid methyl ester). The product is ClC1=CC=C(S1)CN1C=C(C=2C1=NC=CC2)C2CCN(CC2)CCOC2=C(C(=O)O)C=CC=C2OC (2-(2-{4-[1-(5-chlorothiophen-2-ylmethyl)-1H-pyrrolo[2,3-b]pyridin-3-yl]-piperidin-1-yl}-ethoxy)-3-methoxy-benzoic acid). The yield is 14.0%. As a reaction SMILES: [Cl:1][C:2]1[S:6][C:5]([CH2:7][N:8]2[C:12]3=[N:13][CH:14]=[CH:15][CH:16]=[C:11]3[C:10]([CH:17]3[CH2:22][CH2:21][NH:20][CH2:19][CH2:18]3)=[CH:9]2)=[CH:4][CH:3]=1.C[O:24][C:25](=[O:38])[C:26]1[CH:31]=[CH:30][CH:29]=[C:28]([O:32][CH3:33])[C:27]=1[O:34][CH2:35][CH2:36]Cl>>[Cl:1][C:2]1[S:6][C:5]([CH2:7][N:8]2[C:12]3=[N:13][CH:14]=[CH:15][CH:16]=[C:11]3[C:10]([CH:17]3[CH2:18][CH2:19][N:20]([CH2:36][CH2:35][O:34][C:27]4[C:28]([O:32][CH3:33])=[CH:29][CH:30]=[CH:31][C:26]=4[C:25]([OH:38])=[O:24])[CH2:21][CH2:22]3)=[CH:9]2)=[CH:4][CH:3]=1. Reported procedure: This compound was prepared following the procedure described in example 4, part E and F starting with 2 g (6 mmol) of 1-(5-chlorothiophen-2-ylmethyl)-3-piperidin-4-yl-1H-pyrrolo[2,3-b]pyridine and 1.9 g (7.85 mmol) of 2-(2-chloroethoxy)-3-methoxy-benzoic acid methyl ester. After standard purification the overall yield was 14% (0.8 g). Reactants: [Na] (sodium), O1N=C(C2=C1C=CS2)C=2C=C(C=CC2)O (3-thieno[2,3-d]isoxazol-3-yl-phenol), BrCCNCC1=CC(=CC=C1)F ((2-bromo-ethyl)-(3-fluorobenzyl)-amine). Run in C1(=CC=CC=C1)C (toluene). The product is FC=1C=C(CNCCOC2=CC(=CC=C2)C2=NOC3=C2SC=C3)C=CC1 ((3-fluoro-benzyl)-[2-(3-thieno[2,3-d]isoxazol-3-yl-phenoxy)-ethyl]-amine). As a reaction SMILES: [Na].[O:2]1[C:6]2[CH:7]=[CH:8][S:9][C:5]=2[C:4]([C:10]2[CH:11]=[C:12]([OH:16])[CH:13]=[CH:14][CH:15]=2)=[N:3]1.Br[CH2:18][CH2:19][NH:20][CH2:21][C:22]1[CH:27]=[CH:26][CH:25]=[C:24]([F:28])[CH:23]=1>C1(C)C=CC=CC=1>[F:28][C:24]1[CH:23]=[C:22]([CH:27]=[CH:26][CH:25]=1)[CH2:21][NH:20][CH2:19][CH2:18][O:16][C:12]1[CH:13]=[CH:14][CH:15]=[C:10]([C:4]2[C:5]3[S:9][CH:8]=[CH:7][C:6]=3[O:2][N:3]=2)[CH:11]=1 |^1:0|. Reported procedure: Add dichloromethane to 3-thieno[2,3-d]isoxazol-3-yl-phenol (10 g, 0.046 mol) or the appropriately protected 3-thieno[2,3-d]isoxazol-3-yl-phenol as is known in the art, and stir with sodium hydroxide (1M; 28 mL) to form the sodium salt. Combine the sodium salt from 3-thieno[2,3-d]isoxazol-3-yl-phenol, (2-bromo-ethyl)-(3-fluorobenzyl)-amine (37.5 g, 0.161 mol) in toluene (100 mL) and heat (reflux) for 24 hours. Allow to cool, filter the reaction mixture and evaporate off the solvent to give the fi... Yield: 113.6%. The product is C(C)(=O)C=1C=C(C(=O)OC)C=CC1OC(C1=C(C=CC(=C1)C)OC(C)C)=O (methyl 3-acetyl-4-(2'-isopropoxy-5'-methyl-benzoyloxy)-benzoate). The reactants are C(C)(=O)C=1C=C(C(=O)OC)C=CC1O (Methyl 3-acetyl-4-hydroxy-benzoate), C(C)(C)OC1=C(C(=O)Cl)C=C(C=C1)C (2-isopropoxy-5-methyl-benzoyl chloride), N1=CC=CC=C1 (pyridine). The solvent is O1CCOCC1 (dioxane). RXN SMILES: [C:1]([C:4]1[CH:5]=[C:6]([CH:11]=[CH:12][C:13]=1[OH:14])[C:7]([O:9][CH3:10])=[O:8])(=[O:3])[CH3:2].[CH:15]([O:18][C:19]1[CH:27]=[CH:26][C:25]([CH3:28])=[CH:24][C:20]=1[C:21](Cl)=[O:22])([CH3:17])[CH3:16].N1C=CC=CC=1>O1CCOCC1>[C:1]([C:4]1[CH:5]=[C:6]([CH:11]=[CH:12][C:13]=1[O:14][C:21](=[O:22])[C:20]1[CH:24]=[C:25]([CH3:28])[CH:26]=[CH:27][C:19]=1[O:18][CH:15]([CH3:16])[CH3:17])[C:7]([O:9][CH3:10])=[O:8])(=[O:3])[CH3:2]. Procedure: Methyl 3-acetyl-4-hydroxy-benzoate (6 g) in dioxane (100 ml) was reacted with 2-isopropoxy-5-methyl-benzoyl chloride (10 g) in the presence of pyridine (10 ml) at room temperature for 16 hours. After dilution with water, the precipitate was extracted with ethyl acetate and the organic solution was washed with 5% NaHCO3 and water and then evaporated to dryness to give methyl 3-acetyl-4-(2'-isopropoxy-5'-methyl-benzoyloxy)-benzoate (13 g, oil), which was dissolved in methyl-ethyl-ketone (200 ml) a...